This data is from the Open Reaction Database (ORD), a public repository of structured organic reaction records. The task is: describe an organic reaction: reactants, conditions, products, and yield Reactants: brown solid, intermediate b, BrC1=C(N=NC(=C1)Cl)N (4-bromo-6-chloropyridazin-3-amine), C1(=C(C=CC=C1)B(O)O)C (o-tolylboronic acid). The product is ClC1=CC(=C(N=N1)N)C1=C(C=CC=C1)C (6-Chloro-4-o-tolyl-pyridazin-3-ylamine). RXN SMILES: Br[C:2]1[CH:7]=[C:6]([Cl:8])[N:5]=[N:4][C:3]=1[NH2:9].[C:10]1([CH3:19])[CH:15]=[CH:14][CH:13]=[CH:12][C:11]=1B(O)O>>[Cl:8][C:6]1[N:5]=[N:4][C:3]([NH2:9])=[C:2]([C:11]2[CH:12]=[CH:13][CH:14]=[CH:15][C:10]=2[CH3:19])[CH:7]=1. Procedure: The title compound was prepared in analogy to example 1, intermediate b, from 4-bromo-6-chloropyridazin-3-amine (CAS RN 446273-59-2) and o-tolylboronic acid (CAS RN 16419-60-6). Light brown solid (41%). MS (ESI+): m/z=220.064 ([M+H]+). The reactants are C(C)(C)(C)N(N)C(=O)C=1C=C(C=CC1)C (N'-t-butyl-N'-(3-toluoyl)hydrazine), C1(=CC=CC=C1)C(C(=O)Cl)C(CC)C (2-phenyl-3-methyl-pentanoyl chloride). The reagents and catalysts are [OH-].[Na+] (sodium hydroxide). Run in hexanes, C1(=CC=CC=C1)C (toluene). Conditions: time 8 hour. Product: C(C)(C)(C)N(NC(C(C(CC)C)C1=CC=CC=C1)=O)C(=O)C=1C=C(C=CC1)C (N'-t-butyl-N-(2-phenyl-3-methylpentanoyl)-N'-(3-toluoyl)hydrazine). Reaction SMILES: [C:1]([N:5]([C:7]([C:9]1[CH:10]=[C:11]([CH3:15])[CH:12]=[CH:13][CH:14]=1)=[O:8])[NH2:6])([CH3:4])([CH3:3])[CH3:2].[C:16]1([CH:22]([CH:26]([CH3:29])[CH2:27][CH3:28])[C:23](Cl)=[O:24])[CH:21]=[CH:20][CH:19]=[CH:18][CH:17]=1>C1(C)C=CC=CC=1.[OH-].[Na+]>[C:1]([N:5]([C:7]([C:9]1[CH:10]=[C:11]([CH3:15])[CH:12]=[CH:13][CH:14]=1)=[O:8])[NH:6][C:23](=[O:24])[CH:22]([C:16]1[CH:17]=[CH:18][CH:19]=[CH:20][CH:21]=1)[CH:26]([CH3:29])[CH2:27][CH3:28])([CH3:4])([CH3:3])[CH3:2] |f:3.4|. Reported procedure: To a stirred suspension of N'-t-butyl-N'-(3-toluoyl)hydrazine (0.7 g) in toluene (10 ml) and aqueous sodium hydroxide (12 drops of 50% aqueous sodium hydroxide) was added dropwise 2-phenyl-3-methyl-pentanoyl chloride (1.0 g). The reaction mixture was stirred overnight, diluted with hexanes and the solids filtered. The solids were washed with hexane and air dried. Reactants: carbonylchlorohydridebis(triisopropylphosphine)ruthenium(II), C1(=CC=CC=C1)C (toluene), C[Si](N[Si](C=C)(C)C)(C=C)C (1,1,3,3-tetramethyl-1,3-divinyldisilazane), C(#C)C1(CCCCC1)O[Si](C)(C)C (1-ethynyl-1-(trimethylsiloxy)cyclohexane). The product is C[Si](OC#CC1(CCCCC1)[Si](N[Si](C=C)(C)C)(C)C)(C)C (1-[(1-trimethylsiloxy-1-ethynyl)cyclohexyl]-1,1,3,3-tetramethyl-3-vinyldisilazane). As a reaction SMILES: [CH3:1][Si:2]([CH3:11])([CH:9]=[CH2:10])[NH:3][Si:4]([CH3:8])([CH3:7])[CH:5]=[CH2:6].C([C:14]1([O:20][Si:21]([CH3:24])([CH3:23])[CH3:22])CCCCC1)#C.[C:25]1(C)[CH:30]=[CH:29]C=[CH:27][CH:26]=1>>[CH3:22][Si:21]([CH3:23])([CH3:24])[O:20][C:14]#[C:6][C:5]1([Si:4]([CH3:8])([CH3:7])[NH:3][Si:2]([CH3:1])([CH3:11])[CH:9]=[CH2:10])[CH2:29][CH2:30][CH2:25][CH2:26][CH2:27]1. Procedure details: As in reaction conditions of Example XIX Step 1, to 4.69 mL of toluene, the 0.02 g carbonylchlorohydridebis(triisopropylphosphine)ruthenium(II) was added, and the reaction was carried out between 2.29 g 1,1,3,3-tetramethyl-1,3-divinyldisilazane and 0.81 g 1-ethynyl-1-(trimethylsiloxy)cyclohexane. Raw 1-[(1-trimethylsiloxy-1-ethynyl)cyclohexyl]-1,1,3,3-tetramethyl-3-vinyldisilazane was obtained. Starting materials: ClC1=NC(=NC=C1)SC (4-Chloro-2-methylthiopyrimidine), O1C(=CC2=C1C=CC=C2)B(O)O (2-benzofuranboronic acid), C(=O)([O-])[O-].[Na+].[Na+] (Na2CO3). The reagents and catalysts are [Pd].C1(=CC=CC=C1)P(C1=CC=CC=C1)C1=CC=CC=C1.C1(=CC=CC=C1)P(C1=CC=CC=C1)C1=CC=CC=C1.C1(=CC=CC=C1)P(C1=CC=CC=C1)C1=CC=CC=C1.C1(=CC=CC=C1)P(C1=CC=CC=C1)C1=CC=CC=C1 (tetrakis-(triphenylphosphine)-palladium). The solvent is O1CCOCC1 (dioxane), O1CCOCC1 (dioxane). Yields the product O1C(=CC=C2C1=CC=C2)C2=NC(=NC=C2)SC (4-Benzofuran-2-yl-2-methylsulfanyl-pyrimidine). Isolated yield 41.3%. RXN SMILES: Cl[C:2]1[CH:7]=[CH:6][N:5]=[C:4]([S:8][CH3:9])[N:3]=1.[O:10]1[C:14]2[CH:15]=[CH:16][CH:17]=[CH:18][C:13]=2[CH:12]=[C:11]1B(O)O.C([O-])([O-])=O.[Na+].[Na+]>O1CCOCC1.[Pd].C1(P(C2C=CC=CC=2)C2C=CC=CC=2)C=CC=CC=1.C1(P(C2C=CC=CC=2)C2C=CC=CC=2)C=CC=CC=1.C1(P(C2C=CC=CC=2)C2C=CC=CC=2)C=CC=CC=1.C1(P(C2C=CC=CC=2)C2C=CC=CC=2)C=CC=CC=1>[O:10]1[C:11]2=[CH:12][CH:13]=[CH:18][C:17]2=[CH:16][CH:15]=[C:14]1[C:2]1[CH:7]=[CH:6][N:5]=[C:4]([S:8][CH3:9])[N:3]=1 |f:2.3.4,6.7.8.9.10|. Reported procedure: 4-Chloro-2-methylthiopyrimidine (1.6 g, 10.0 mmol), 2-benzofuranboronic acid (1.9 g, 12.0 mmol), tetrakis-(triphenylphosphine)-palladium (0.3 g, 0.3 mmol) were dissolved in dioxane (10 ml) and aqueous Na2CO3 (11 ml, 2M solution in water, 22 mmol) was added. The reaction was heated to 80° C. under argon for 16 h after which time the dioxane was evaporated and the reaction mixture diluted with water and extracted with CH2Cl2. The organic was dried (Na2SO4), concentrated and the residue purified by... Starting materials: FC1=CC2=C(NC(CO2)=O)C=C1C=1C(N(C(=CN1)C(F)(F)F)C)=O (3-(7-fluoro-3-oxo-2H-1,4-benzoxazin-6-yl)-1-methyl-6-trifluoromethyl-2-oxo-1,2-dihydropyrazine), FC1=CC2=C(NC(CO2)=O)C=C1C=1C(N(C(=CN1)C(F)(F)F)C)=O (3-(7-fluoro-3-oxo-2H-1,4-benzoxazin-6-yl)-1-methyl-6-trifluoromethyl-2-oxo-1,2-dihydropyrazine), C([O-])([O-])=O.[K+].[K+] (potassium carbonate), C(C#C)Br (propargyl bromide), O (water). The solvent is CN(C=O)C (N,N-dimethylformamide). Run at time 3 hour. The product is FC1=CC2=C(N(C(CO2)=O)CC#C)C=C1C=1C(N(C(=CN1)C(F)(F)F)C)=O (3-(7-fluoro-3-oxo-4-propargyl-2H-1,4-benzoxazin-6-yl)-1-methyl-6-trifluoromethyl-2-oxo-1,2-dihydropyrazine). The yield is 44.3%. Reaction SMILES: [F:1][C:2]1[C:12]([C:13]2[C:14](=[O:24])[N:15]([CH3:23])[C:16]([C:19]([F:22])([F:21])[F:20])=[CH:17][N:18]=2)=[CH:11][C:5]2[NH:6][C:7](=[O:10])[CH2:8][O:9][C:4]=2[CH:3]=1.C(=O)([O-])[O-].[K+].[K+].[CH2:31](Br)[C:32]#[CH:33].O>CN(C)C=O>[F:1][C:2]1[C:12]([C:13]2[C:14](=[O:24])[N:15]([CH3:23])[C:16]([C:19]([F:20])([F:21])[F:22])=[CH:17][N:18]=2)=[CH:11][C:5]2[N:6]([CH2:33][C:32]#[CH:31])[C:7](=[O:10])[CH2:8][O:9][C:4]=2[CH:3]=1 |f:1.2.3|. Procedure: Then, 1.22 g of 3-(7-fluoro-3-oxo-2H-1,4-benzoxazin-6-yl)-1-methyl-6-trifluoromethyl-2-oxo-1,2-dihydropyrazine (present compound 2-49) was dissolved in 15 ml of N,N-dimethylformamide, to which 0.59 g of potassium carbonate and 0.47 g of propargyl bromide were added, and the mixture was stirred at room temperature for 3 hours. After completion of the reaction, the reaction mixture was poured into water, followed by extraction with ethyl acetate. The organic layer was washed with saturated sodium ... Starting materials: Oc1ccc(Br)cc1, C1CCOC1, CCOC(=O)N=NC(=O)OCC, OC1CCOCC1, c1ccc(P(c2ccccc2)c2ccccc2)cc1. The product is Brc1ccc(OC2CCOCC2)cc1. Reaction SMILES: [Br:1][c:2]1[cH:3][cH:4][c:5]([OH:8])[cH:6][cH:7]1.[CH2:47]1[O:48][CH2:49][CH2:50][CH2:51]1.[O:35]=[C:36]([O:37][CH2:38][CH3:39])[N:40]=[N:41][C:42]([O:43][CH2:44][CH3:45])=[O:46].[O:9]1[CH2:10][CH2:11][CH:12]([OH:15])[CH2:13][CH2:14]1.[c:16]1([P:17]([c:18]2[cH:19][cH:20][cH:21][cH:22][cH:23]2)[c:24]2[cH:25][cH:26][cH:27][cH:28][cH:29]2)[cH:30][cH:31][cH:32][cH:33][cH:34]1>>[Br:1][c:2]1[cH:3][cH:4][c:5]([O:8][CH:12]2[CH2:11][CH2:10][O:9][CH2:14][CH2:13]2)[cH:6][cH:7]1. Reactants: C(C)(=O)NC(C(C(=O)OCC)=O)CC (Ethyl 3-(acetylamino)-2-oxopentanoate), 2.02, Cl.BrC=1C=C(C=CC1)C(N)=N (3-bromobenzenecarboximidamide hydrochloride), O.NN (hydrazine hydrate). Solvent: C(C)O (ethanol), C(C)O (ethanol). Reaction conditions: time 1 hour. The product is BrC=1C=C(C=CC1)C1=NN=C(C(N1)=O)C(CC)NC(C)=O (N-{1-[3-(3-Bromophenyl)-5-oxo-4,5-dihydro-1,2,4-triazin-6-yl]propyl}acetamide). RXN SMILES: Cl.[Br:2][C:3]1[CH:4]=[C:5]([C:9](=[NH:11])[NH2:10])[CH:6]=[CH:7][CH:8]=1.O.[NH2:13]N.[C:15]([NH:18][CH:19]([CH2:27][CH3:28])[C:20](=O)[C:21](OCC)=[O:22])(=[O:17])[CH3:16]>C(O)C>[Br:2][C:3]1[CH:4]=[C:5]([C:9]2[NH:10][C:21](=[O:22])[C:20]([CH:19]([NH:18][C:15](=[O:17])[CH3:16])[CH2:27][CH3:28])=[N:13][N:11]=2)[CH:6]=[CH:7][CH:8]=1 |f:0.1,2.3|. Reported procedure: 2.02 (8.6 mmol, 1 equiv.) 3-bromobenzenecarboximidamide hydrochloride are suspended in 50 ml of ethanol and 1.47 g (10.2 mmol, 1.2 equiv.) hydrazine hydrate are added. After stirring at room temperature for 1 hour, 2.59 g (13 mmol, 1.5 equiv) of the compound of Example 2A, dissolved in 10 ml of ethanol, are added. The reaction mixture is stirred at 80° C. (bath temperature) for 4 hours and then at room temperature over night. The mixture is evaporated to dryness in vacuo and the product is purif... Reactants: CO, O=C(O)c1ccc(C(F)(F)F)cc1[N+](=O)[O-]. Product: Nc1cc(C(F)(F)F)ccc1C(=O)O. As a reaction SMILES: [CH3:17][OH:18].[N+:1]([O-:2])(=[O:3])[c:4]1[c:5]([C:6](=[O:7])[OH:8])[cH:9][cH:10][c:11]([C:13]([F:14])([F:15])[F:16])[cH:12]1>>[NH2:1][c:4]1[c:5]([C:6](=[O:7])[OH:8])[cH:9][cH:10][c:11]([C:13]([F:14])([F:15])[F:16])[cH:12]1. Starting materials: BrBr, CC(=O)O, C1COCCO1, [Na+], [O-]Br, CC(=O)C12CC3CC1CC(CN1CCCS1(=O)=O)(C3)C2, [OH-], O. Yields the product O=C(O)C12CC3CC1CC(CN1CCCS1(=O)=O)(C3)C2. Reaction SMILES: [Br:3][Br:4].[C:27]([OH:28])(=[O:29])[CH3:30].[CH2:31]1[O:32][CH2:33][CH2:34][O:35][CH2:36]1.[Na+:2].[O-:5][Br:6].[O:7]=[S:8]1(=[O:26])[N:9]([CH2:13][C:14]23[CH2:15][C:16]4([C:23]([CH3:24])=[O:25])[CH2:17][CH:18]([CH2:19][CH:20]4[CH2:21]2)[CH2:22]3)[CH2:10][CH2:11][CH2:12]1.[OH-:1].[OH2:37]>>[O:7]=[S:8]1(=[O:26])[N:9]([CH2:13][C:14]23[CH2:15][C:16]4([C:23]([OH:25])=[O:29])[CH2:17][CH:18]([CH2:19][CH:20]4[CH2:21]2)[CH2:22]3)[CH2:10][CH2:11][CH2:12]1. Reactants: C(C1=CC=CC=C1)SC1=NC2=C(N1NC(C1=CC(=C(C=C1)Cl)S(N)(=O)=O)=O)C=CC(=C2)C(=O)OC (2-benzylthio-1-(4'-chloro-3'-sulfamoylbenzoyl)amino-5-methoxycarbonylbenzimidazole). Solvent: [OH-].[Na+] (sodium hydroxide). Run at temperature 50 celsius, time 4 hour. Yields the product C(C1=CC=CC=C1)SC1=NC2=C(N1NC(C1=CC(=C(C=C1)Cl)S(N)(=O)=O)=O)C=CC(=C2)C(=O)O (2-benzylthio-1-(4'-chloro-3'-sulfamoylbenzoyl)amino-5-carboxybenzimidazole). The yield is 95.0%. Reaction SMILES: [CH2:1]([S:8][C:9]1[N:13]([NH:14][C:15](=[O:27])[C:16]2[CH:21]=[CH:20][C:19]([Cl:22])=[C:18]([S:23](=[O:26])(=[O:25])[NH2:24])[CH:17]=2)[C:12]2[CH:28]=[CH:29][C:30]([C:32]([O:34]C)=[O:33])=[CH:31][C:11]=2[N:10]=1)[C:2]1[CH:7]=[CH:6][CH:5]=[CH:4][CH:3]=1>[OH-].[Na+]>[CH2:1]([S:8][C:9]1[N:13]([NH:14][C:15](=[O:27])[C:16]2[CH:21]=[CH:20][C:19]([Cl:22])=[C:18]([S:23](=[O:25])(=[O:26])[NH2:24])[CH:17]=2)[C:12]2[CH:28]=[CH:29][C:30]([C:32]([OH:34])=[O:33])=[CH:31][C:11]=2[N:10]=1)[C:2]1[CH:7]=[CH:6][CH:5]=[CH:4][CH:3]=1 |f:1.2|. Reported procedure: A suspension containing 5.3 g of 2-benzylthio-1-(4'-chloro-3'-sulfamoylbenzoyl)amino-5-methoxycarbonylbenzimidazole in 30 ml of 2N sodium hydroxide solution was stirred at 50° C. for 4 hours. Meanwhile most part of the starting substance dissolved. After filtering off the insoluble part, the filtrate was neutralized by adding 30 ml of 2N hydrochloric acid. The white precipitate was filtered by suction, washed with water and dried to yield 4.9 g (94.8%) of 2-benzylthio-1-(4'-chloro-3'-sulfamoylbe...